Task: describe an organic reaction: reactants, conditions, products, and yield. Dataset: the Open Reaction Database (ORD), a public repository of structured organic reaction records Reactants: CCCCOC(=O)C1CCC(COS(C)(=O)=O)CC1, CN(C)C=O, [N-]=[N+]=[N-], [Na+]. The product is CCCCOC(=O)C1CCC(CN=[N+]=[N-])CC1. Reaction SMILES: [CH3:1][S:2]([O:3][CH2:6][CH:7]1[CH2:8][CH2:9][CH:10]([C:13](=[O:14])[O:15][CH2:16][CH2:17][CH2:18][CH3:19])[CH2:11][CH2:12]1)(=[O:4])=[O:5].[CH3:24][N:25]([CH3:26])[CH:27]=[O:28].[N-:21]=[N+:22]=[N-:23].[Na+:20]>>[CH2:6]([CH:7]1[CH2:8][CH2:9][CH:10]([C:13](=[O:14])[O:15][CH2:16][CH2:17][CH2:18][CH3:19])[CH2:11][CH2:12]1)[N:21]=[N+:22]=[N-:23].